From a dataset of the Open Reaction Database (ORD), a public repository of structured organic reaction records. describe an organic reaction: reactants, conditions, products, and yield The reactants are BrCC(=O)N1CCCOC2=C1C=CC=C2 (5-(2-bromoacetyl)-2,3,4,5-tetrahydro-1,5-benzoxazepine), FC1=CC=C(C=C1)CC1=CC=C(C=C1)N1CCNCC1 (1-[4-(4-fluorophenyl)methylphenyl]piperazine). The product is FC1=CC=C(C=C1)CC1=CC=C(C=C1)N1CCN(CC1)CC(=O)N1CCCOC2=C1C=CC=C2 (5-[2-(4-(4-(4-fluorophenyl)methylphenyl)piperazin-1-yl)acetyl]-2,3,4,5-tetrahydro-1,5-benzoxazepine). RXN SMILES: Br[CH2:2][C:3]([N:5]1[C:11]2[CH:12]=[CH:13][CH:14]=[CH:15][C:10]=2[O:9][CH2:8][CH2:7][CH2:6]1)=[O:4].[F:16][C:17]1[CH:22]=[CH:21][C:20]([CH2:23][C:24]2[CH:29]=[CH:28][C:27]([N:30]3[CH2:35][CH2:34][NH:33][CH2:32][CH2:31]3)=[CH:26][CH:25]=2)=[CH:19][CH:18]=1>>[F:16][C:17]1[CH:18]=[CH:19][C:20]([CH2:23][C:24]2[CH:29]=[CH:28][C:27]([N:30]3[CH2:31][CH2:32][N:33]([CH2:2][C:3]([N:5]4[C:11]5[CH:12]=[CH:13][CH:14]=[CH:15][C:10]=5[O:9][CH2:8][CH2:7][CH2:6]4)=[O:4])[CH2:34][CH2:35]3)=[CH:26][CH:25]=2)=[CH:21][CH:22]=1. Procedure details: The compound (15) synthesized in Reference Example and the compound (5) synthesized in Reference Example were used to produce the above compound in the same way as Example 1. Reactants: ClCCCS(=O)(=O)N1CCCOC2=C1C=CC=C2 (5-(3-chloropropylsulfonyl)-2,3,4,5-tetrahydro-1,5-benzoxazepine), FC1=CC=C(C=C1)CC1=CC=C(C=C1)N1CCNCC1 (1-[4-(4-fluorophenyl)methylphenyl]piperazine). Yields the product FC1=CC=C(C=C1)CC1=CC=C(C=C1)N1CCN(CC1)CCCS(=O)(=O)N1CCCOC2=C1C=CC=C2 (5-[3-(4-(4-(4-fluorophenyl)methylphenyl)piperazin-1-yl)propyl]sulfonyl-2,3,4,5-tetrahydro-1,5-benzoxazepine). RXN SMILES: Cl[CH2:2][CH2:3][CH2:4][S:5]([N:8]1[C:14]2[CH:15]=[CH:16][CH:17]=[CH:18][C:13]=2[O:12][CH2:11][CH2:10][CH2:9]1)(=[O:7])=[O:6].[F:19][C:20]1[CH:25]=[CH:24][C:23]([CH2:26][C:27]2[CH:32]=[CH:31][C:30]([N:33]3[CH2:38][CH2:37][NH:36][CH2:35][CH2:34]3)=[CH:29][CH:28]=2)=[CH:22][CH:21]=1>>[F:19][C:20]1[CH:21]=[CH:22][C:23]([CH2:26][C:27]2[CH:32]=[CH:31][C:30]([N:33]3[CH2:34][CH2:35][N:36]([CH2:2][CH2:3][CH2:4][S:5]([N:8]4[C:14]5[CH:15]=[CH:16][CH:17]=[CH:18][C:13]=5[O:12][CH2:11][CH2:10][CH2:9]4)(=[O:7])=[O:6])[CH2:37][CH2:38]3)=[CH:29][CH:28]=2)=[CH:24][CH:25]=1. Reported procedure: The compound (17) synthesized in Reference Example 17 and the compound (5) synthesized in Reference Example 5 were used to produce the above compound in the same way as Example 1. The reactants are C(CCC)Br (butyl bromide), [OH-].[K+] (KOH), C(C)(=O)NC1=C(C=C(C=C1)F)F (N-acetyl-2,4-difluoroaniline). Reagents/catalysts: [Cl-].C(C)[N+](CC1=CC=CC=C1)(CC)CC (triethylbenzylammonium chloride). The solvent is O (water), C1(=CC=CC=C1)C (toluene), O (water). Conditions: time 1 hour. Product: C(CCC)N(C1=C(C=C(C=C1)F)F)C(C)=O (N-butyl-N-acetyl-2,4-difluoroaniline). The yield is 68.7%. Reaction SMILES: [CH2:1](Br)[CH2:2][CH2:3][CH3:4].[OH-].[K+].[C:8]([NH:11][C:12]1[CH:17]=[CH:16][C:15]([F:18])=[CH:14][C:13]=1[F:19])(=[O:10])[CH3:9]>[Cl-].C([N+](CC)(CC)CC1C=CC=CC=1)C.O.C1(C)C=CC=CC=1>[CH2:1]([N:11]([C:8](=[O:10])[CH3:9])[C:12]1[CH:17]=[CH:16][C:15]([F:18])=[CH:14][C:13]=1[F:19])[CH2:2][CH2:3][CH3:4] |f:1.2,4.5|. Procedure: 0.9 g of triethylbenzylammonium chloride, 6.9 g of butyl bromide and a solution of 5.7 g of KOH in 6 ml of water are added to a stirred solution of 3.4 g of N-acetyl-2,4-difluoroaniline (Example 2) in 60 ml of toluene. The emulsion produced is warmed at 97° (reflux). After 1 h, the emulsion is cooled to room temperature and diluted with 20 ml of water. The two phases are separated, and the organic phase is dried over MgSO4 and evaporated in vacuo. The liquid crude product is purified by medium-p... Starting materials: CC(CC(C(=O)O)=O)C (4-methyl-2-oxopentanoic acid), pyridine hydrobromide perbromide. Run in C(C)(=O)O (acetic acid). Run at temperature 20 celsius, time 18 hour. The product is BrC(C(C(=O)OCC)=O)C(C)C (Ethyl 3-bromo-4-methyl-2-oxopentanoate). The yield is 58.2%. As a reaction SMILES: [CH3:1][CH:2]([CH3:9])[CH2:3][C:4](=[O:8])[C:5]([OH:7])=[O:6].[CH:10]1[CH:15]=C[NH+]=CC=1.[Br:16][Br-]Br>C(O)(=O)C>[Br:16][CH:3]([CH:2]([CH3:9])[CH3:1])[C:4](=[O:8])[C:5]([O:7][CH2:15][CH3:10])=[O:6] |f:1.2|. Procedure: To a solution of 4-methyl-2-oxopentanoic acid (5 g) in acetic acid (40 ml) was added pyridine hydrobromide perbromide (12.3 g) and the mixture stirred at 20° C. for 18 hr, then the solvent was removed in vacuo. The residue was dissolved in DCM (100 ml) and washed with water (100 ml), separated by hydrophobic frit and evaporated. The residue was taken up in ethanol (100 ml) and treated with concentrated sulphuric acid (1 ml) and heated at reflux for 18 h, then concentrated in vacuo to approx 30 m...